Dataset: the Open Reaction Database (ORD), a public repository of structured organic reaction records. Task: describe an organic reaction: reactants, conditions, products, and yield The reactants are [Mg] (magnesium), C(CCCC)=O (valeraldehyde), C(C#C)Br (propargyl bromide), mercuric chloride, C(C#C)Br (propargyl bromide), [Mg] (magnesium). Run in CCOCC (ether), CCOCC (ether), CCOCC (ether). Conditions: temperature 30 celsius. The product is OC(CC#C)CCCC (4-hydroxy-1-octyne). Reaction SMILES: [Mg].[CH2:2](Br)[C:3]#[CH:4].[CH:6](=[O:11])[CH2:7][CH2:8][CH2:9][CH3:10]>CCOCC>[OH:11][CH:6]([CH2:7][CH2:8][CH2:9][CH3:10])[CH2:4][C:3]#[CH:2]. Procedure details: A suspension of 24.3 g. (1.0 mole) of magnesium in 90 ml. of dry ether is stirred at room temperature under nitrogen with 100 mg. of mercuric chloride. The reaction is initiated by the addition of 2 ml. of propargyl bromide and maintained by the dropwise addition of a solution of 119.5 g. (1.0 mole) of propargyl bromide and 107.7 g. (1.25 mole) of valeraldehyde in 300 ml. of dry ether. While the initial reaction is quite vigorous and is maintained at 30° C. only by cooling in an ice bath it may ... Starting materials: O=C(Cl)c1ccc(Cl)cc1Cl, O=C1CCNc2cc(Cl)ccc21, C1COCCO1, c1ccncc1. The product is O=C1CCN(C(=O)c2ccc(Cl)cc2Cl)c2cc(Cl)ccc21. As a reaction SMILES: [Cl:19][c:20]1[c:21]([C:22](=[O:23])[Cl:24])[cH:25][cH:26][c:27]([Cl:29])[cH:28]1.[Cl:1][c:2]1[cH:3][cH:4][c:5]2[c:10]([cH:11]1)[NH:9][CH2:8][CH2:7][C:6]2=[O:12].[O:30]1[CH2:31][CH2:32][O:33][CH2:34][CH2:35]1.[cH:13]1[cH:14][cH:15][n:16][cH:17][cH:18]1>>[Cl:1][c:2]1[cH:3][cH:4][c:5]2[c:10]([cH:11]1)[N:9]([C:22]([c:21]1[c:20]([Cl:19])[cH:28][c:27]([Cl:29])[cH:26][cH:25]1)=[O:23])[CH2:8][CH2:7][C:6]2=[O:12]. The reactants are ClC1=C(C=C(C=C1)OC)C1=CC2=C(N=C(N=N2)NC2=CC=C(C=C2)S(=O)(=O)N2CCN(CC2)C)C(=C1)C ([7-(2-chloro-5-methoxy-phenyl)-5-methyl-benzo[1,2,4]triazin-3-yl]-[4-(4-methyl-piperazine-1-sulfonyl)-phenyl]-amine), B(Br)(Br)Br (BBr3). Run in C(Cl)Cl (DCM). Reaction conditions: time 2 hour. Product: ClC1=C(C=C(C=C1)O)C1=CC2=C(N=C(N=N2)NC2=CC=C(C=C2)S(=O)(=O)N2CCN(CC2)C)C(=C1)C (4-chloro-3-{5-methyl-3-[4-(4-methyl-piperazine-1-sulfonyl)-phenylamino]-benzo[1,2,4]triazin-7-yl}-phenol). The yield is 40.0%. Reaction SMILES: [Cl:1][C:2]1[CH:7]=[CH:6][C:5]([O:8]C)=[CH:4][C:3]=1[C:10]1[CH:36]=[C:35]([CH3:37])[C:13]2[N:14]=[C:15]([NH:18][C:19]3[CH:24]=[CH:23][C:22]([S:25]([N:28]4[CH2:33][CH2:32][N:31]([CH3:34])[CH2:30][CH2:29]4)(=[O:27])=[O:26])=[CH:21][CH:20]=3)[N:16]=[N:17][C:12]=2[CH:11]=1.B(Br)(Br)Br>C(Cl)Cl>[Cl:1][C:2]1[CH:7]=[CH:6][C:5]([OH:8])=[CH:4][C:3]=1[C:10]1[CH:36]=[C:35]([CH3:37])[C:13]2[N:14]=[C:15]([NH:18][C:19]3[CH:20]=[CH:21][C:22]([S:25]([N:28]4[CH2:29][CH2:30][N:31]([CH3:34])[CH2:32][CH2:33]4)(=[O:26])=[O:27])=[CH:23][CH:24]=3)[N:16]=[N:17][C:12]=2[CH:11]=1. Procedure: [7-(2-chloro-5-methoxy-phenyl)-5-methyl-benzo[1,2,4]triazin-3-yl]-[4-(4-methyl-piperazine-1-sulfonyl)-phenyl]-amine (1.0 equiv., 0.339 mmol) was dissolved in 10 mL anhydrous DCM, purged of air via house vacuum, then blanketed with argon. Neat BBr3 (4.0 equiv., 1.355 mmol) was added via syringe dropwise and allowed to stir at room temperature for 2 h. The reaction was quenched with saturated NaHCO3; the precipitate was filtered and rinsed with Et2O to afford crude orange solid. The compound was p... Starting materials: ClC1=CC(=C(N=N1)C(=O)N)NC1=NC(=C(C=C1)OC)C(C)C (6-chloro-4-(6-isopropyl-5-methoxypyridin-2-ylamino)pyridazine-3-carboxamide), N[C@H]1[C@H](CCCC1)NC(OC(C)(C)C)=O (tert-butyl (1S,2R)-2-aminocyclohexylcarbamate). Solvent: C(C)(=O)OCC (ethyl acetate), [Cl-].[Na+].O (brine), CN1CCCC1=O (NMP). Reaction conditions: temperature 140 celsius. The product is C(N)(=O)C1=C(C=C(N=N1)N[C@H]1[C@H](CCCC1)NC(OC(C)(C)C)=O)NC1=NC(=C(C=C1)OC)C(C)C (tert-butyl (1S,2R)-2-(6-carbamoyl-5-(6-isopropyl-5-methoxypyridin-2-ylamino)pyridazin-3-ylamino)cyclohexylcarbamate). Yield: 32.4%. RXN SMILES: Cl[C:2]1[N:7]=[N:6][C:5]([C:8]([NH2:10])=[O:9])=[C:4]([NH:11][C:12]2[CH:17]=[CH:16][C:15]([O:18][CH3:19])=[C:14]([CH:20]([CH3:22])[CH3:21])[N:13]=2)[CH:3]=1.[NH2:23][C@@H:24]1[CH2:29][CH2:28][CH2:27][CH2:26][C@@H:25]1[NH:30][C:31](=[O:37])[O:32][C:33]([CH3:36])([CH3:35])[CH3:34]>CN1C(=O)CCC1.C(OCC)(=O)C.[Cl-].[Na+].O>[C:8]([C:5]1[N:6]=[N:7][C:2]([NH:23][C@@H:24]2[CH2:29][CH2:28][CH2:27][CH2:26][C@@H:25]2[NH:30][C:31](=[O:37])[O:32][C:33]([CH3:35])([CH3:34])[CH3:36])=[CH:3][C:4]=1[NH:11][C:12]1[CH:17]=[CH:16][C:15]([O:18][CH3:19])=[C:14]([CH:20]([CH3:22])[CH3:21])[N:13]=1)(=[O:9])[NH2:10] |f:4.5.6|. Reported procedure: To a solution of 6-chloro-4-(6-isopropyl-5-methoxypyridin-2-ylamino)pyridazine-3-carboxamide (199 mg, 618 μmol) in NMP (2.06 mL) was added tert-butyl (1S,2R)-2-aminocyclohexylcarbamate (532 mg, 2.47 mmol) in four portions approximately every 12 h while heating at 140° C. After a total heating time of 48 h, the mixture was cooled, diluted with ethyl acetate and brine, then the phases were separated and the organic phase washed twice more with brine. The organic phase was concentrated in vacuo the... Starting materials: CC(C)(C)OC(=O)N1CC(F)CC1C(=O)OCc1ccccc1, CO. The product is CC(C)(C)OC(=O)N1CC(F)CC1C(=O)O. Reaction SMILES: [CH2:1]([c:2]1[cH:3][cH:4][cH:5][cH:6][cH:7]1)[O:8][C:9]([CH:10]1[N:11]([C:16](=[O:17])[O:18][C:19]([CH3:20])([CH3:21])[CH3:22])[CH2:12][CH:13]([F:15])[CH2:14]1)=[O:23].[CH3:24][OH:25]>>[O:8]=[C:9]([CH:10]1[N:11]([C:16](=[O:17])[O:18][C:19]([CH3:20])([CH3:21])[CH3:22])[CH2:12][CH:13]([F:15])[CH2:14]1)[OH:23].